This data is from the Open Reaction Database (ORD), a public repository of structured organic reaction records. The task is: describe an organic reaction: reactants, conditions, products, and yield The reactants are CO, Cc1ccccc1-c1cc(C=Cc2ccccc2)ncc1N(C)C(=O)C(C)(C)c1cc(C(F)(F)F)cc(C(F)(F)F)c1, [H][H]. Yields the product Cc1ccccc1-c1cc(CCc2ccccc2)ncc1N(C)C(=O)C(C)(C)c1cc(C(F)(F)F)cc(C(F)(F)F)c1. As a reaction SMILES: [CH3:45][OH:46].[F:1][C:2]([c:3]1[cH:4][c:5]([C:13]([C:14](=[O:15])[N:16]([c:17]2[cH:18][n:19][c:20]([CH:30]=[CH:31][c:32]3[cH:33][cH:34][cH:35][cH:36][cH:37]3)[cH:21][c:22]2-[c:23]2[c:24]([CH3:29])[cH:25][cH:26][cH:27][cH:28]2)[CH3:38])([CH3:39])[CH3:40])[cH:6][c:7]([C:9]([F:10])([F:11])[F:12])[cH:8]1)([F:41])[F:42].[H:43][H:44]>>[F:1][C:2]([c:3]1[cH:4][c:5]([C:13]([C:14](=[O:15])[N:16]([c:17]2[cH:18][n:19][c:20]([CH2:30][CH2:31][c:32]3[cH:33][cH:34][cH:35][cH:36][cH:37]3)[cH:21][c:22]2-[c:23]2[c:24]([CH3:29])[cH:25][cH:26][cH:27][cH:28]2)[CH3:38])([CH3:39])[CH3:40])[cH:6][c:7]([C:9]([F:10])([F:11])[F:12])[cH:8]1)([F:41])[F:42]. Starting materials: O=C(O)c1cc(F)cc(N2CCCCC2)c1, Nc1ccc(OCCN2CCOCC2)c2ccccc12. Product: O=C(Nc1ccc(OCCN2CCOCC2)c2ccccc12)c1cc(F)cc(N2CCCCC2)c1. Reaction SMILES: [F:21][c:22]1[cH:23][c:24]([C:25](=[O:26])[OH:27])[cH:28][c:29]([N:31]2[CH2:32][CH2:33][CH2:34][CH2:35][CH2:36]2)[cH:30]1.[O:1]1[CH2:2][CH2:3][N:4]([CH2:7][CH2:8][O:9][c:10]2[cH:11][cH:12][c:13]([NH2:20])[c:14]3[cH:15][cH:16][cH:17][cH:18][c:19]23)[CH2:5][CH2:6]1>>[O:1]1[CH2:2][CH2:3][N:4]([CH2:7][CH2:8][O:9][c:10]2[cH:11][cH:12][c:13]([NH:20][C:25]([c:24]3[cH:23][c:22]([F:21])[cH:30][c:29]([N:31]4[CH2:32][CH2:33][CH2:34][CH2:35][CH2:36]4)[cH:28]3)=[O:26])[c:14]3[cH:15][cH:16][cH:17][cH:18][c:19]23)[CH2:5][CH2:6]1.